From a dataset of the Open Reaction Database (ORD), a public repository of structured organic reaction records. describe an organic reaction: reactants, conditions, products, and yield The reactants are C(C1=CC=CC=C1)[C@@H]1N(CC[C@H](C1)NCC1=CC=NC2=CC=CC=C12)C(C1=CC(=CC(=C1)Cl)Cl)=O ((2S*,4R*)-2-benzyl-1-(3,5-dichlorobenzoyl)-N-(4-quinolylmethyl)-4-piperidinamine), C1(=CC=CC=C1)N=C=O (phenyl isocyanate). Yields the product C(C1=CC=CC=C1)[C@H]1N(CC[C@@H](C1)N(C(NC1=CC=CC=C1)=O)CC1=CC=NC2=CC=CC=C12)C(C1=CC(=CC(=C1)Cl)Cl)=O ((2R*,4S*)-2-benzyl-1-(3,5-dichlorobenzoyl)-N-(4-quinolylmethyl)-N-phenylcarbamoy-4-piperidinamine), residue. The yield is 52.0%. As a reaction SMILES: [CH2:1]([C@H:8]1[CH2:13][C@H:12]([NH:14][CH2:15][C:16]2[C:25]3[C:20](=[CH:21][CH:22]=[CH:23][CH:24]=3)[N:19]=[CH:18][CH:17]=2)[CH2:11][CH2:10][N:9]1[C:26](=[O:35])[C:27]1[CH:32]=[C:31]([Cl:33])[CH:30]=[C:29]([Cl:34])[CH:28]=1)[C:2]1[CH:7]=[CH:6][CH:5]=[CH:4][CH:3]=1.[C:36]1([N:42]=[C:43]=[O:44])[CH:41]=[CH:40][CH:39]=[CH:38][CH:37]=1>>[CH2:1]([C@@H:8]1[CH2:13][C@@H:12]([N:14]([CH2:15][C:16]2[C:25]3[C:20](=[CH:21][CH:22]=[CH:23][CH:24]=3)[N:19]=[CH:18][CH:17]=2)[C:43](=[O:44])[NH:42][C:36]2[CH:41]=[CH:40][CH:39]=[CH:38][CH:37]=2)[CH2:11][CH2:10][N:9]1[C:26](=[O:35])[C:27]1[CH:28]=[C:29]([Cl:34])[CH:30]=[C:31]([Cl:33])[CH:32]=1)[C:2]1[CH:7]=[CH:6][CH:5]=[CH:4][CH:3]=1. Reported procedure: 200 mg (0.396 mmol) of (2S*,4R*)-2-benzyl-1-(3,5-dichlorobenzoyl)-N-(4-quinolylmethyl)-4-piperidinamine are reacted with 45 mg (0.377 mmol) of phenyl isocyanate in analogy to Example 16a. The title compound ##STR80## is obtained as solid residue (129 mg, 52%). TLC:methylene chloride/methanol/conc. ammonia (700:50:1) Rf =0.42, FD-MS:M+ =622, 624.